This data is from the Open Reaction Database (ORD), a public repository of structured organic reaction records. The task is: describe an organic reaction: reactants, conditions, products, and yield The reactants are CC(C)(C)OC(=O)N1CCNCC1, CN1CCCC1=O, CCN(C(C)C)C(C)C, Fc1cc(F)c(F)nc1F, O. Yields the product CC(C)(C)OC(=O)N1CCN(c2nc(F)c(F)cc2F)CC1. As a reaction SMILES: [C:11](=[O:12])([O:13][C:14]([CH3:15])([CH3:16])[CH3:17])[N:18]1[CH2:19][CH2:20][NH:21][CH2:22][CH2:23]1.[CH3:34][N:35]1[CH2:36][CH2:37][CH2:38][C:39]1=[O:40].[CH:24]([N:25]([CH2:26][CH3:27])[CH:28]([CH3:29])[CH3:30])([CH3:31])[CH3:32].[F:1][c:2]1[n:3][c:4]([F:10])[c:5]([F:9])[cH:6][c:7]1[F:8].[OH2:33]>>[c:2]1([N:21]2[CH2:20][CH2:19][N:18]([C:11](=[O:12])[O:13][C:14]([CH3:15])([CH3:16])[CH3:17])[CH2:23][CH2:22]2)[n:3][c:4]([F:10])[c:5]([F:9])[cH:6][c:7]1[F:8]. The reactants are [Al+3], O=C(Cl)CBr, [Cl-], [Cl-], [Cl-], ClCCCl, N#N, Cc1ccc(C)cc1. Product: Cc1ccc(C)c(C(=O)CBr)c1. RXN SMILES: [Al+3:17].[Br:9][CH2:10][C:11](=[O:12])[Cl:13].[Cl-:16].[Cl-:18].[Cl-:19].[Cl:20][CH2:21][CH2:22][Cl:23].[N:14]#[N:15].[c:1]1([CH3:8])[cH:2][cH:3][c:4]([CH3:7])[cH:5][cH:6]1>>[c:1]1([CH3:8])[c:2]([C:11]([CH2:10][Br:9])=[O:12])[cH:3][c:4]([CH3:7])[cH:5][cH:6]1. Reactants: [H-].[Na+] (NaH), COC(=O)C1=NC=C(C=C1)O (5-hydroxy-pyridine-2-carboxylic acid methyl ester), FC(S(=O)(=O)OCC(F)(F)F)(F)F (trifluoroethyl trifluormethane sulphonate). The solvent is CN(C)C=O (DMF). Conditions: temperature 0 celsius, time 2 hour. Yields the product COC(=O)C1=NC=C(C=C1)OCC(F)(F)F (5-(2,2,2-trifluoro-ethoxy)-pyridine-2-carboxylic acid methyl ester). Yield: 70.3%. Reaction SMILES: [CH3:1][O:2][C:3]([C:5]1[CH:10]=[CH:9][C:8]([OH:11])=[CH:7][N:6]=1)=[O:4].[H-].[Na+].FC(F)(F)S(O[CH2:20][C:21]([F:24])([F:23])[F:22])(=O)=O>CN(C=O)C>[CH3:1][O:2][C:3]([C:5]1[CH:10]=[CH:9][C:8]([O:11][CH2:20][C:21]([F:24])([F:23])[F:22])=[CH:7][N:6]=1)=[O:4] |f:1.2|. Procedure details: To a solution of 5-hydroxy-pyridine-2-carboxylic acid methyl ester (200 mg) in DMF (2.0 ml) was added at 22° C. NaH (55% in oil, 64 mg) and stirring was continued until gas evolution ceased. The suspension was cooled to 0° C. and treated with trifluoroethyl trifluormethane sulphonate (728 mg) and stirring was continued at 22° C. for 2 h. The mixture was partitioned between saturated NaHCO3 and ethyl acetate and the organic layer was dried and evaporated. The residue was purified by chromatograph... Starting materials: ClC1=NC=CC(=C1)N (2-chloropyridin-4-amine), C(C)S(=O)(=O)Cl (ethanesulfonyl chloride), CN1C(C2=CC=C(C=C2C(=C1)B1OC(C(O1)(C)C)(C)C)C=1C=NN(C1)C)=O (2-methyl-6-(1-methylpyrazol-4-yl)-4-(4,4,5,5-tetramethyl-1,3,2-dioxaborolan-2-yl)isoquinolin-1-one). The product is CN1C(C2=CC=C(C=C2C(=C1)C1=NC=CC(=C1)NS(=O)(=O)CC)C=1C=NN(C1)C)=O (N-[2-[2-methyl-6-(1-methylpyrazol-4-yl)-1-oxoisoquinolin-4-yl]pyridin-4-yl]ethanesulfonamide). Reaction SMILES: Cl[C:2]1[CH:7]=[C:6]([NH2:8])[CH:5]=[CH:4][N:3]=1.[CH2:9]([S:11](Cl)(=[O:13])=[O:12])[CH3:10].[CH3:15][N:16]1[CH:25]=[C:24](B2OC(C)(C)C(C)(C)O2)[C:23]2[C:18](=[CH:19][CH:20]=[C:21]([C:35]3[CH:36]=[N:37][N:38]([CH3:40])[CH:39]=3)[CH:22]=2)[C:17]1=[O:41]>>[CH3:15][N:16]1[CH:25]=[C:24]([C:2]2[CH:7]=[C:6]([NH:8][S:11]([CH2:9][CH3:10])(=[O:13])=[O:12])[CH:5]=[CH:4][N:3]=2)[C:23]2[C:18](=[CH:19][CH:20]=[C:21]([C:35]3[CH:36]=[N:37][N:38]([CH3:40])[CH:39]=3)[CH:22]=2)[C:17]1=[O:41]. Reported procedure: The title compound was prepared after 2-chloropyridin-4-amine was sulfonylated with ethanesulfonyl chloride and the resulting product was coupled to the title compound of Example 46, step 2. 1H NMR (CDCl3, 400 MHz) δ 10.65 (brs, 1H), 8.56 (s, 1H), 8.29 (d, J=8.4 Hz, 1H), 8.22 (s, 1H), 8.01-7.73 (m, 4H), 7.37 (s, 1H), 7.18 (s, 1H), 3.87 (s, 3H), 3.59 (s, 3H), 1.25 (t, J=7.2 Hz, 3H). LCMS: 424.0 (M+1)+ The reactants are COC(=O)c1ccc([N+](C)(C)C)cc1Cl, O=S(=O)([O-])C(F)(F)F, O, O=C(O)C(F)(F)F. Product: C[N+](C)(C)c1ccc(C(=O)O)c(Cl)c1, O=S(=O)([O-])C(F)(F)F. As a reaction SMILES: [Cl:9][c:10]1[cH:11][c:12]([N+:20]([CH3:21])([CH3:22])[CH3:23])[cH:13][cH:14][c:15]1[C:16](=[O:17])[O:18][CH3:19].[F:1][C:2]([S:3](=[O:4])(=[O:5])[O-:6])([F:7])[F:8].[OH2:31].[OH:24][C:25]([C:26]([F:27])([F:28])[F:29])=[O:30]>>[Cl:9][c:10]1[cH:11][c:12]([N+:20]([CH3:21])([CH3:22])[CH3:23])[cH:13][cH:14][c:15]1[C:16](=[O:17])[OH:18].[F:1][C:2]([S:3](=[O:4])(=[O:5])[O-:6])([F:7])[F:8]. Reactants: ClC1=C(C=CC=C1)C1=CC=2N(C=3C=CC(=CC3C2C2=C1C(NC2=O)=O)OC)CCC#N (3-(4-(2-Chlorophenyl)-9-methoxy-1,3-dioxo-2,3-dihydropyrrolo[3,4-c]carbazol-6 (1H)-yl)propanenitrile). The solvent is CO (methanol). The product is ClC1=C(C=CC=C1)C1=CC=2N(C=3C=CC(=CC3C2C2=C1C(NC2=O)=O)O)CCC#N (3-(4-(2-Chlorophenyl)-9-Hydroxy-1,3-dioxo-2,3-dihydropyrrolo[3,4-c]carbazol-6 (1H)-yl)propanenitrile). Yield: 89.3%. RXN SMILES: [Cl:1][C:2]1[CH:7]=[CH:6][CH:5]=[CH:4][C:3]=1[C:8]1[C:20]2[C:21](=[O:25])[NH:22][C:23](=[O:24])[C:19]=2[C:18]2[C:17]3[CH:16]=[C:15]([O:26]C)[CH:14]=[CH:13][C:12]=3[N:11]([CH2:28][CH2:29][C:30]#[N:31])[C:10]=2[CH:9]=1>CO>[Cl:1][C:2]1[CH:7]=[CH:6][CH:5]=[CH:4][C:3]=1[C:8]1[C:20]2[C:21](=[O:25])[NH:22][C:23](=[O:24])[C:19]=2[C:18]2[C:17]3[CH:16]=[C:15]([OH:26])[CH:14]=[CH:13][C:12]=3[N:11]([CH2:28][CH2:29][C:30]#[N:31])[C:10]=2[CH:9]=1. Reported procedure: Demethylation of nitrile (237) (0.15 g, 0.35 mmol) prepared as described in example 97 employing The procedure described in example 80, followed by trituration from methanol, gave phenol (238) (0.13 g, 89%) as an orange/yellow powder, mp 332–336° C. 1H NMR δ [(CD3)2SO] 11.10 (br s, 1H), 9.42 (br s, 1H), 8.39 (d, J=2.4 Hz, 1H), 7.96 (s, 1H), 7.69 (d, J=8.8 Hz, 1H), 7.58 (m, 1H), 7.48 (m, 3H), 7.15 (dd, J=8.8, 2.4 Hz, 1H), 4.82 (t, J=6.7 Hz, 2H), 3.02 (t, J=6.7 Hz, 2H). Found: C, 66.24; H, 3.66; N... Starting materials: C(CC(O)(C(=O)O)CC(=O)O)(=O)O (citric acid), solution, C[Si]([N-][Si](C)(C)C)(C)C.[Li+] (lithium hexamethyldisilazide), BrCC[C@]1(CC(N(C1)[C@H](C)C1=CC=CC=C1)=O)COC ((4S)-4-(2-bromoethyl)-4-methoxymethyl-1-[(1R)-1-phenylethyl]pyrrolidin-2-one), ClC(=O)OC (methyl chloroformate). Solvent: O (water), C(C)(=O)OCC (ethyl acetate), O1CCCC1 (tetrahydrofuran), O1CCCC1 (tetrahydrofuran). Reaction conditions: time 14 hour. Product: COC(=O)[C@@]12C(N(C[C@]2(CC1)COC)[C@H](C)C1=CC=CC=C1)=O ((1S,5R)-5-Methoxymethyl-2-oxo-3-[(1R)-1-phenylethyl]-3-azabicyclo[3.2.0]heptane-1-carboxylic acid methyl ester). Isolated yield 79.3%. Reaction SMILES: C[Si](C)(C)[N-][Si](C)(C)C.[Li+].Br[CH2:12][CH2:13][C@:14]1([CH2:28][O:29][CH3:30])[CH2:18][N:17]([C@@H:19]([C:21]2[CH:26]=[CH:25][CH:24]=[CH:23][CH:22]=2)[CH3:20])[C:16](=[O:27])[CH2:15]1.Cl[C:32]([O:34][CH3:35])=[O:33].C(O)(=O)CC(CC(O)=O)(C(O)=O)O>O1CCCC1.O.C(OCC)(=O)C>[CH3:35][O:34][C:32]([C@@:15]12[CH2:12][CH2:13][C@:14]1([CH2:28][O:29][CH3:30])[CH2:18][N:17]([C@@H:19]([C:21]1[CH:26]=[CH:25][CH:24]=[CH:23][CH:22]=1)[CH3:20])[C:16]2=[O:27])=[O:33] |f:0.1|. Procedure: A 1.0 M solution of lithium hexamethyldisilazide in tetrahydrofuran (13.4 mL, 13.4 mmol) was added to a solution of (4S)-4-(2-bromoethyl)-4-methoxymethyl-1-[(1R)-1-phenylethyl]pyrrolidin-2-one (2.07 g, 6.08 mmol) and methyl chloroformate (0.493 mL, 6.38 mmol) in tetrahydrofuran (20 mL) in a nitrogen atmosphere at −70° C. The mixture was stirred for 14 hours while gradually heating to room temperature. The reaction solution was cooled to 0° C. A 10% citric acid solution (20 mL) was added, and the... Starting materials: C(C=C)OC(=O)NC=1SC=C(N1)/C(/C(=O)O)=N/OC (2-[2-(allyloxycarbonylamino)thiazol-4-yl]-2-(Z)-methoxyiminoacetic acid), CN1CCOCC1 (N-methylmorpholine), [Cl-].C(C1=CC=CC=C1)OC(=O)C1=C(N2C(C(CN2C1)N)=O)C(=O)OCC=C (allyl 3-(benzyloxycarbonyl)-7-(R,S)-amino-8-oxo-1,5-diazabicyclo[3.3.0]octa-2-ene-2-carboxylate chloride), ClC1=NC(=NC(=N1)OC)OC (2-Chloro-4,6-dimethoxy-1,3,5-triazine), CN1CCOCC1 (N-methylmorpholine). Run in C(C)(=O)OCC (ethyl acetate), C(Cl)Cl (methylene chloride), C(Cl)Cl (methylene chloride). Conditions: temperature 0 celsius, time 30 minute. Product: C(C1=CC=CC=C1)OC(=O)C1=C(N2C(C(CN2C1)NC(\C(=N/OC)\C=1N=C(SC1)NC(=O)OCC=C)=O)=O)C(=O)OCC=C (Allyl 3-(benzyloxycarbonyl)-7-(R,S)-[2-(2-(allyloxycarbonylamino)thiazol-4-yl)-2-(Z)-methoxyiminoacetamido]-8-oxo-1,5-diazabicyclo[3.3.0]octa-2-ene-2-carboxylate). Yield: 67.2%. Reaction SMILES: [CH2:1]([O:4][C:5]([NH:7][C:8]1[S:9][CH:10]=[C:11](/[C:13](=[N:17]/[O:18][CH3:19])/[C:14]([OH:16])=O)[N:12]=1)=[O:6])[CH:2]=[CH2:3].ClC1N=C(OC)N=C(OC)N=1.CN1CCOCC1.[Cl-].[CH2:39]([O:46][C:47]([C:49]1[CH2:56][N:55]2[N:51]([C:52](=[O:58])[CH:53]([NH2:57])[CH2:54]2)[C:50]=1[C:59]([O:61][CH2:62][CH:63]=[CH2:64])=[O:60])=[O:48])[C:40]1[CH:45]=[CH:44][CH:43]=[CH:42][CH:41]=1>C(Cl)Cl.C(OCC)(=O)C>[CH2:39]([O:46][C:47]([C:49]1[CH2:56][N:55]2[N:51]([C:52](=[O:58])[CH:53]([NH:57][C:14](=[O:16])/[C:13](/[C:11]3[N:12]=[C:8]([NH:7][C:5]([O:4][CH2:1][CH:2]=[CH2:3])=[O:6])[S:9][CH:10]=3)=[N:17]\[O:18][CH3:19])[CH2:54]2)[C:50]=1[C:59]([O:61][CH2:62][CH:63]=[CH2:64])=[O:60])=[O:48])[C:40]1[CH:45]=[CH:44][CH:43]=[CH:42][CH:41]=1 |f:3.4|. Reported procedure: Under a nitrogen atmosphere, 2-[2-(allyloxycarbonylamino)thiazol-4-yl]-2-(Z)-methoxyiminoacetic acid (231 mg, 0.81 mmol) was suspended in methylene chloride (5 ml) and the suspension was cooled to 0° C. 2-Chloro-4,6-dimethoxy-1,3,5-triazine (142 mg, 0.81 mmol) followed by N-methylmorpholine (0.09 ml, 0.81 mmol) were added and the solution was stirred at 0° C. for 30 minutes. A methylene chloride solution (10 ml) of allyl 3-(benzyloxycarbonyl)-7-(R,S)-amino-8-oxo-1,5-diazabicyclo[3.3.0]octa-2-ene... RXN SMILES: [BH3:10].[CH2:11]([CH3:12])[C:13]([CH2:14][CH3:15])([c:16]1[s:17][cH:18][c:19]([CH3:21])[cH:20]1)[c:22]1[cH:23][c:24]([CH3:36])[c:25]([O:26][CH2:27][C:28]([C:29]([CH3:30])([CH3:31])[CH3:32])=[O:33])[cH:34][cH:35]1.[CH2:40]1[O:41][CH2:42][CH2:43][CH2:44]1.[CH3:1][N:2]([CH3:3])[c:4]1[cH:5][cH:6][cH:7][cH:8][cH:9]1.[CH3:37][OH:38].[ClH:39]>>[CH2:11]([CH3:12])[C:13]([CH2:14][CH3:15])([c:16]1[s:17][cH:18][c:19]([CH3:21])[cH:20]1)[c:22]1[cH:23][c:24]([CH3:36])[c:25]([O:26][CH2:27][CH:28]([C:29]([CH3:30])([CH3:31])[CH3:32])[OH:33])[cH:34][cH:35]1. Yields the product CCC(CC)(c1ccc(OCC(O)C(C)(C)C)c(C)c1)c1cc(C)cs1. Reactants: B, CCC(CC)(c1ccc(OCC(=O)C(C)(C)C)c(C)c1)c1cc(C)cs1, C1CCOC1, CN(C)c1ccccc1, CO, Cl. RXN SMILES: [C:1](=[O:2])([CH3:3])[O:4][CH2:5][c:6]1[n:7][c:8](-[c:11]2[cH:12][c:13]([N:17]3[C:18](=[O:33])[c:19]4[c:20]([n:27][c:28]([S:31][CH3:32])[n:29][cH:30]4)[N:21]4[CH2:22][CH2:23][CH2:24][CH:25]4[CH2:26]3)[cH:14][cH:15][cH:16]2)[n:9][o:10]1.[CH3:36][CH2:37][OH:38].[Na+:35].[OH-:34]>>[OH:4][CH2:5][c:6]1[n:7][c:8](-[c:11]2[cH:12][c:13]([N:17]3[C:18](=[O:33])[c:19]4[c:20]([n:27][c:28]([S:31][CH3:32])[n:29][cH:30]4)[N:21]4[CH2:22][CH2:23][CH2:24][CH:25]4[CH2:26]3)[cH:14][cH:15][cH:16]2)[n:9][o:10]1. The product is CSc1ncc2c(n1)N1CCCC1CN(c1cccc(-c3noc(CO)n3)c1)C2=O. Reactants: CSc1ncc2c(n1)N1CCCC1CN(c1cccc(-c3noc(COC(C)=O)n3)c1)C2=O, CCO, [Na+], [OH-].